The task is: describe an organic reaction: reactants, conditions, products, and yield. This data is from the Open Reaction Database (ORD), a public repository of structured organic reaction records. The reactants are CCI, CCOC(C)=O, Oc1ccc2c(c1)C(=CCCN1CCC(O)(c3ccc(Cl)cc3)CC1)c1ccccc1CO2, [H-], [Na+], CN(C)C=O, O. Product: CCOc1ccc2c(c1)C(=CCCN1CCC(O)(c3ccc(Cl)cc3)CC1)c1ccccc1CO2. Reaction SMILES: [CH2:36]([CH3:37])[I:38].[CH3:45][CH2:46][O:47][C:48](=[O:49])[CH3:50].[Cl:1][c:2]1[cH:3][cH:4][c:5]([C:8]2([OH:33])[CH2:9][CH2:10][N:11]([CH2:14][CH2:15][CH:16]=[C:17]3[c:18]4[c:19]([cH:28][cH:29][c:30]([OH:32])[cH:31]4)[O:20][CH2:21][c:22]4[c:23]3[cH:24][cH:25][cH:26][cH:27]4)[CH2:12][CH2:13]2)[cH:6][cH:7]1.[H-:34].[Na+:35].[O:40]=[CH:41][N:42]([CH3:43])[CH3:44].[OH2:39]>>[Cl:1][c:2]1[cH:3][cH:4][c:5]([C:8]2([OH:33])[CH2:9][CH2:10][N:11]([CH2:14][CH2:15][CH:16]=[C:17]3[c:18]4[c:19]([cH:28][cH:29][c:30]([O:32][CH2:36][CH3:37])[cH:31]4)[O:20][CH2:21][c:22]4[c:23]3[cH:24][cH:25][cH:26][cH:27]4)[CH2:12][CH2:13]2)[cH:6][cH:7]1. The reactants are CN1CC2CCN(c3ccc(Br)cc3)C2C1, C1CNCCN1, CC(C)(C)[O-], Cc1ccccc1, [Na+], O=C(C=Cc1ccccc1)C=Cc1ccccc1, O=C(C=Cc1ccccc1)C=Cc1ccccc1, O=C(C=Cc1ccccc1)C=Cc1ccccc1, O, [Pd], [Pd]. Yields the product CN1CC2CCN(c3ccc(N4CCNCC4)cc3)C2C1. RXN SMILES: [Br:1][c:2]1[cH:3][cH:4][c:5]([N:8]2[CH:9]3[CH:10]([CH2:11][CH2:12]2)[CH2:13][N:14]([CH3:16])[CH2:15]3)[cH:6][cH:7]1.[CH2:17]1[CH2:18][NH:19][CH2:20][CH2:21][NH:22]1.[CH3:23][C:24]([CH3:25])([O-:26])[CH3:27].[CH3:29][c:30]1[cH:31][cH:32][cH:33][cH:34][cH:35]1.[Na+:28].[O:39]=[C:40]([CH:41]=[CH:42][c:43]1[cH:44][cH:45][cH:46][cH:47][cH:48]1)[CH:49]=[CH:50][c:51]1[cH:52][cH:53][cH:54][cH:55][cH:56]1.[O:57]=[C:58]([CH:59]=[CH:60][c:61]1[cH:62][cH:63][cH:64][cH:65][cH:66]1)[CH:67]=[CH:68][c:69]1[cH:70][cH:71][cH:72][cH:73][cH:74]1.[O:75]=[C:76]([CH:77]=[CH:78][c:79]1[cH:80][cH:81][cH:82][cH:83][cH:84]1)[CH:85]=[CH:86][c:87]1[cH:88][cH:89][cH:90][cH:91][cH:92]1.[OH2:36].[Pd:37].[Pd:38]>>[c:2]1([N:19]2[CH2:18][CH2:17][NH:22][CH2:21][CH2:20]2)[cH:3][cH:4][c:5]([N:8]2[CH:9]3[CH:10]([CH2:11][CH2:12]2)[CH2:13][N:14]([CH3:16])[CH2:15]3)[cH:6][cH:7]1. Reactants: [H-].[Na+] (sodium hydride), C(C)I (ethyl iodide), C(C)I (ethyl iodide), Br.Br.OC1=CC=C(C=C1)C=1N=C2N(C1C1=CC=NC=C1)CCC2 (2-(4-Hydroxyphenyl)-3-(4-pyridyl)-6,7-dihydro-[5H]-pyrrolo[1,2 -a]imidazole dihydrobromide), [H-].[Na+] (sodium hydride), ice water. Solvent: CN(C=O)C (dimethylformamide), CN(C=O)C (dimethylformamide). Reaction conditions: time 8 hour. Product: C(C)OC1=CC=C(C=C1)C=1N=C2N(C1C1=CC=NC=C1)CCC2 (2-(4-Ethoxyphenyl)-3-(4-pyridyl)6,7-dihydro-[5H]-pyrrolo-[1,2-a]imidazole). As a reaction SMILES: Br.Br.[OH:3][C:4]1[CH:9]=[CH:8][C:7]([C:10]2[N:11]=[C:12]3[CH2:23][CH2:22][CH2:21][N:13]3[C:14]=2[C:15]2[CH:20]=[CH:19][N:18]=[CH:17][CH:16]=2)=[CH:6][CH:5]=1.[H-].[Na+].[CH2:26](I)[CH3:27]>CN(C)C=O>[CH2:26]([O:3][C:4]1[CH:5]=[CH:6][C:7]([C:10]2[N:11]=[C:12]3[CH2:23][CH2:22][CH2:21][N:13]3[C:14]=2[C:15]2[CH:20]=[CH:19][N:18]=[CH:17][CH:16]=2)=[CH:8][CH:9]=1)[CH3:27] |f:0.1.2,3.4|. Procedure: A stirred solution of 1.2 g (2.7 mmoles) of 2-(4-hydroxyphenyl)-3-(4-pyridyl)-6,7-dihydro-[5H]-pyrrolo-[1,2-a]imidazole dihydrobromide of Example 10 in 25 ml of dry dimethylformamide cooled in an ice bath was treated with 360 mg (9.0 mmoles) of 60% sodium hydride dispersion and allowed to warm to room temperature. A solution of 420 mg (2.7 mmoles) of ethyl iodide in 2 ml of dimethylformamide was added dropwise, and after 2 hours an additional 105 mg (0.67 mmole) of ethyl iodide was added followe...